The task is: describe an organic reaction: reactants, conditions, products, and yield. This data is from the Open Reaction Database (ORD), a public repository of structured organic reaction records. Conditions: temperature 50 celsius, time 1 hour. Yield: 27.3%. Reported procedure: Hexadecanedioic acid mono-tert-butyl ester (0.3 g, 0.88 mmol) was dissolved in ethyl acetate. N-Ethyl-N-(3-dimethylaminopropyl)-carbodiimide hydrochloride (0.167 g, 0.88 mmol) and 1-hydroxy-7-azabenzotriazole (0.119 g, 0.88 mmol) was added and the mixture was stirred at 50° C. for 1 hour. After cooling to room temperature, diisopropylethylamin (0.45 mL, 2.63 mmol) was added followed by 4-[(2-tert-Butoxycarbonylethylamino)methyl]benzoic acid (0.489 g, 1.75 mmol). The mixture was stirred overnight... The solvent is C(C)(=O)OCC (ethyl acetate). Yields the product C(C)(C)(C)OC(=O)CCN(C(CCCCCCCCCCCCCCC(=O)OC(C)(C)C)=O)CC1=CC=C(C(=O)O)C=C1 (4-{[(2-tert-Butoxycarbonylethyl)-(15-tert-butoxycarbonyl-pentadecanoyl)amino]methyl}benzoic acid). RXN SMILES: [C:1]([O:5][C:6](=[O:24])[CH2:7][CH2:8][CH2:9][CH2:10][CH2:11][CH2:12][CH2:13][CH2:14][CH2:15][CH2:16][CH2:17][CH2:18][CH2:19][CH2:20][C:21]([OH:23])=O)([CH3:4])([CH3:3])[CH3:2].ON1C2N=CC=CC=2N=N1.C(N(C(C)C)CC)(C)C.[C:44]([O:48][C:49]([CH2:51][CH2:52][NH:53][CH2:54][C:55]1[CH:63]=[CH:62][C:58]([C:59]([OH:61])=[O:60])=[CH:57][CH:56]=1)=[O:50])([CH3:47])([CH3:46])[CH3:45]>C(OCC)(=O)C>[C:44]([O:48][C:49]([CH2:51][CH2:52][N:53]([CH2:54][C:55]1[CH:63]=[CH:62][C:58]([C:59]([OH:61])=[O:60])=[CH:57][CH:56]=1)[C:21](=[O:23])[CH2:20][CH2:19][CH2:18][CH2:17][CH2:16][CH2:15][CH2:14][CH2:13][CH2:12][CH2:11][CH2:10][CH2:9][CH2:8][CH2:7][C:6]([O:5][C:1]([CH3:2])([CH3:3])[CH3:4])=[O:24])=[O:50])([CH3:47])([CH3:45])[CH3:46]. Starting materials: C(C)(C)N(CC)C(C)C (diisopropylethylamin), C(C)(C)(C)OC(CCCCCCCCCCCCCCC(=O)O)=O (Hexadecanedioic acid mono-tert-butyl ester), N-Ethyl-N-(3-dimethylaminopropyl)-carbodiimide hydrochloride, ON1N=NC2=C1N=CC=C2 (1-hydroxy-7-azabenzotriazole), C(C)(C)(C)OC(=O)CCNCC1=CC=C(C(=O)O)C=C1 (4-[(2-tert-Butoxycarbonylethylamino)methyl]benzoic acid). Starting materials: CS(C)=O, COc1ccc2c(OS(=O)(=O)c3ccc(C)cc3)cc(=O)oc2c1OC1CCCC1, [H-], [K+], Nc1c(Cl)cccc1Cl, [Na+], O=P([O-])(O)O. Product: COc1ccc2c(Nc3c(Cl)cccc3Cl)cc(=O)oc2c1OC1CCCC1. RXN SMILES: [CH3:12][S:13]([CH3:14])=[O:15].[CH3:16][c:17]1[cH:18][cH:19][c:20]([S:21]([O:22][c:27]2[cH:28][c:29](=[O:45])[o:30][c:31]3[c:32]([O:39][CH:40]4[CH2:41][CH2:42][CH2:43][CH2:44]4)[c:33]([O:37][CH3:38])[cH:34][cH:35][c:36]23)(=[O:23])=[O:24])[cH:25][cH:26]1.[H-:1].[K+:51].[NH2:3][c:4]1[c:5]([Cl:6])[cH:7][cH:8][cH:9][c:10]1[Cl:11].[Na+:2].[P:46]([O-:47])([OH:48])([OH:49])=[O:50]>>[NH:3]([c:4]1[c:5]([Cl:6])[cH:7][cH:8][cH:9][c:10]1[Cl:11])[c:27]1[cH:28][c:29](=[O:45])[o:30][c:31]2[c:32]([O:39][CH:40]3[CH2:41][CH2:42][CH2:43][CH2:44]3)[c:33]([O:37][CH3:38])[cH:34][cH:35][c:36]12.